Dataset: the Open Reaction Database (ORD), a public repository of structured organic reaction records. Task: describe an organic reaction: reactants, conditions, products, and yield Reaction SMILES: [CH3:1][O:2][C:3](=[O:4])[c:5]1[cH:6][c:7]([O:8][C:9]([C:10](=[O:11])[O:12][C:13]([CH3:14])([CH3:15])[CH3:16])([CH3:17])[CH3:18])[cH:19][cH:20][cH:21]1.[CH3:25][OH:26].[ClH:24].[Na+:23].[OH-:22]>>[O:2]=[C:3]([OH:4])[c:5]1[cH:6][c:7]([O:8][C:9]([C:10](=[O:11])[O:12][C:13]([CH3:14])([CH3:15])[CH3:16])([CH3:17])[CH3:18])[cH:19][cH:20][cH:21]1. The reactants are COC(=O)c1cccc(OC(C)(C)C(=O)OC(C)(C)C)c1, CO, Cl, [Na+], [OH-]. The product is CC(C)(C)OC(=O)C(C)(C)Oc1cccc(C(=O)O)c1. Starting materials: COc1cc2ncnc(Oc3cccc(N)c3)c2cc1OC, CN(C)c1ccncc1, CCN(C(C)C)C(C)C, O=C(Nc1cc(CN2CCOCC2)cc(C(F)(F)F)c1)Oc1ccccc1. Product: COc1cc2ncnc(Oc3cccc(NC(=O)Nc4cc(CN5CCOCC5)cc(C(F)(F)F)c4)c3)c2cc1OC. As a reaction SMILES: [CH3:28][O:29][c:30]1[cH:31][c:32]2[c:33]([O:42][c:43]3[cH:44][c:45]([NH2:46])[cH:47][cH:48][cH:49]3)[n:34][cH:35][n:36][c:37]2[cH:38][c:39]1[O:40][CH3:41].[CH3:59][N:60]([c:61]1[cH:62][cH:63][n:64][cH:65][cH:66]1)[CH3:67].[CH:50]([N:51]([CH:52]([CH3:53])[CH3:54])[CH2:55][CH3:56])([CH3:57])[CH3:58].[O:1]1[CH2:2][CH2:3][N:4]([CH2:7][c:8]2[cH:9][c:10]([NH:18][C:19]([O:20][c:21]3[cH:22][cH:23][cH:24][cH:25][cH:26]3)=[O:27])[cH:11][c:12]([C:14]([F:15])([F:16])[F:17])[cH:13]2)[CH2:5][CH2:6]1>>[O:1]1[CH2:2][CH2:3][N:4]([CH2:7][c:8]2[cH:9][c:10]([NH:18][C:19](=[O:27])[NH:46][c:45]3[cH:44][c:43]([O:42][c:33]4[c:32]5[cH:31][c:30]([O:29][CH3:28])[c:39]([O:40][CH3:41])[cH:38][c:37]5[n:36][cH:35][n:34]4)[cH:49][cH:48][cH:47]3)[cH:11][c:12]([C:14]([F:15])([F:16])[F:17])[cH:13]2)[CH2:5][CH2:6]1. The reactants are C(C)(C)(C)[Si](C1=NC=C(N1C)C(C=1C=C2C(=CC(N(C2=CC1)CC1CC1)=O)C1=CC(=CC=C1)C#C[Si](C)(C)C)(O)C1=CC=C(C=C1)Cl)(C)C (6-[[2-(tert-Butyl-dimethyl-silanyl)-3-methyl-3H-imidazol-4-yl]-(4-chloro-phenyl)-hydroxy-methyl]-1-cyclopropylmethyl-4-(3-trimethylsilanylethynyl-phenyl)-1H-quinolin-2-one), O (H2O). The reagents and catalysts are [Cl-].C(CCC)[N+](CCCC)(CCCC)CCCC (tetrabutylammonium chloride). Run in C1CCOC1 (THF). Conditions: time 12 hour. The product is ClC1=CC=C(C=C1)C(C=1C=C2C(=CC(N(C2=CC1)CC1CC1)=O)C1=CC(=CC=C1)C#C)(C=1N(C=NC1)C)O (6-[(4-Chloro-phenyl)-hydroxy-(3-methyl-3H-imidazol-4-yl)-methyl]-1-cyclopropylmethyl-4-(3-ethynyl-phenyl)-1H-quinolin-2-one). Yield: 54.9%. As a reaction SMILES: C([Si](C)(C)[C:6]1[N:10]([CH3:11])[C:9]([C:12]([C:41]2[CH:46]=[CH:45][C:44]([Cl:47])=[CH:43][CH:42]=2)([OH:40])[C:13]2[CH:14]=[C:15]3[C:20](=[CH:21][CH:22]=2)[N:19]([CH2:23][CH:24]2[CH2:26][CH2:25]2)[C:18](=[O:27])[CH:17]=[C:16]3[C:28]2[CH:33]=[CH:32][CH:31]=[C:30]([C:34]#[C:35][Si](C)(C)C)[CH:29]=2)=[CH:8][N:7]=1)(C)(C)C.O>C1COCC1.[Cl-].C([N+](CCCC)(CCCC)CCCC)CCC>[Cl:47][C:44]1[CH:45]=[CH:46][C:41]([C:12]([OH:40])([C:9]2[N:10]([CH3:11])[CH:6]=[N:7][CH:8]=2)[C:13]2[CH:14]=[C:15]3[C:20](=[CH:21][CH:22]=2)[N:19]([CH2:23][CH:24]2[CH2:26][CH2:25]2)[C:18](=[O:27])[CH:17]=[C:16]3[C:28]2[CH:33]=[CH:32][CH:31]=[C:30]([C:34]#[CH:35])[CH:29]=2)=[CH:42][CH:43]=1 |f:3.4|. Reported procedure: A solution of 6-[[2-(tert-Butyl-dimethyl-silanyl)-3-methyl-3H-imidazol-4-yl]-(4-chloro-phenyl)-hydroxy-methyl]-1-cyclopropylmethyl-4-(3-trimethylsilanylethynyl-phenyl)-1H-quinolin-2-one (4.50 g crude) in THF (100 mL) was treated with tetrabutylammonium chloride (1 M in THF, 10.0 mmol). The reaction mixture was stirred at room temperature for 12 hours, poured into H2O (200 mL), and extracted with ethyl acetate (3×100 mL). The combined organic extracts were washed with 1N HCl (100 mL), aqueous NaH...